describe an organic reaction: reactants, conditions, products, and yield From a dataset of the Open Reaction Database (ORD), a public repository of structured organic reaction records. Reactants: CN1CCC(CO)CC1, Cc1ccccc1, [K+], [K+], [K+], O=C([O-])[O-], [OH-], O=C1N(c2ccc3ncsc3c2)CCN1c1cnccc1Cl. Yields the product CN1CCC(COc2ccncc2N2CCN(c3ccc4ncsc4c3)C2=O)CC1. Reaction SMILES: [CH3:23][N:24]1[CH2:25][CH2:26][CH:27]([CH2:30][OH:31])[CH2:28][CH2:29]1.[CH3:40][c:41]1[cH:42][cH:43][cH:44][cH:45][cH:46]1.[K+:33].[K+:34].[K+:35].[O-:36][C:37]([O-:38])=[O:39].[OH-:32].[s:1]1[cH:2][n:3][c:4]2[c:5]1[cH:6][c:7]([N:10]1[C:11](=[O:22])[N:12]([c:15]3[cH:16][n:17][cH:18][cH:19][c:20]3[Cl:21])[CH2:13][CH2:14]1)[cH:8][cH:9]2>>[s:1]1[cH:2][n:3][c:4]2[c:5]1[cH:6][c:7]([N:10]1[C:11](=[O:22])[N:12]([c:15]3[cH:16][n:17][cH:18][cH:19][c:20]3[O:31][CH2:30][CH:27]3[CH2:26][CH2:25][N:24]([CH3:23])[CH2:29][CH2:28]3)[CH2:13][CH2:14]1)[cH:8][cH:9]2.